Dataset: the Open Reaction Database (ORD), a public repository of structured organic reaction records. Task: describe an organic reaction: reactants, conditions, products, and yield The reactants are O(C1=CC=CC=C1)C1=CC=C(CN)C=C1 (4-phenoxybenzylamine), NC1=CC2=C(OC(OC2=O)(C)C)C=C1 (6-amino-2,2-dimethyl-4H-1,3-benzodioxin-4-one), ClCC1=CC=C(C(=O)Cl)C=C1 (4-(chloromethyl)benzoyl chloride), CC(=CC(=O)Cl)C (3-methylbut-2-enoyl chloride). Product: OC1=C(C(=O)O)C=C(C=C1)N(CC1=CC=C(C=C1)C(=O)NCC1=CC=C(C=C1)OC1=CC=CC=C1)C(C=C(C)C)=O (2-hydroxy-5-[(3-methylbut-2-enoyl)(4-{[(4-phenoxybenzyl)amino]carbonyl}benzyl)amino]benzoic acid). Reaction SMILES: [O:1]([C:8]1[CH:15]=[CH:14][C:11]([CH2:12][NH2:13])=[CH:10][CH:9]=1)[C:2]1[CH:7]=[CH:6][CH:5]=[CH:4][CH:3]=1.Cl[CH2:17][C:18]1[CH:26]=[CH:25][C:21]([C:22](Cl)=[O:23])=[CH:20][CH:19]=1.[CH3:27][C:28]([CH3:33])=[CH:29][C:30](Cl)=[O:31].[NH2:34][C:35]1[CH:47]=[CH:46][C:38]2[O:39]C(C)(C)[O:41][C:42](=[O:43])[C:37]=2[CH:36]=1>>[OH:39][C:38]1[CH:46]=[CH:47][C:35]([N:34]([C:30](=[O:31])[CH:29]=[C:28]([CH3:33])[CH3:27])[CH2:17][C:18]2[CH:26]=[CH:25][C:21]([C:22]([NH:13][CH2:12][C:11]3[CH:10]=[CH:9][C:8]([O:1][C:2]4[CH:3]=[CH:4][CH:5]=[CH:6][CH:7]=4)=[CH:15][CH:14]=3)=[O:23])=[CH:20][CH:19]=2)=[CH:36][C:37]=1[C:42]([OH:43])=[O:41]. Procedure: The title compound was prepared following the procedure A using 4-phenoxybenzylamine, 4-(chloromethyl)benzoyl chloride, 3-methylbut-2-enoyl chloride and 6-amino-2,2-dimethyl-4H-1,3-benzodioxin-4-one. M+(ESI): 551.1 Starting materials: CC1=CC=C(C=C1)S(=O)(=O)OC[C@H]1COC2=C(O1)C(=CC=C2)F ([(2R)-8-fluoro-2,3-dihydro-1,4-benzodioxin-2-yl]methyl 4-methylbenzenesulfonate), C(C)N (ethanamine), C(C)#N (ACN). The solvent is C(C)(C)CC(C)(C)C.CCOC(=O)C.CO (Isooctane EtOAc MeOH). Yields the product FC1=CC=CC2=C1O[C@H](CO2)CNCC (N-{[(2S)-8-FLUORO-2,3-DIHYDRO-1,4-BENZODIOXIN-2-YL]METHYL}ETHANAMINE). RXN SMILES: CC1C=CC(S(O[CH2:12][C@@H:13]2[O:18][C:17]3[C:19]([F:23])=[CH:20][CH:21]=[CH:22][C:16]=3[O:15][CH2:14]2)(=O)=O)=CC=1.[CH2:24]([NH2:26])[CH3:25].C(#N)C>C(CC(C)(C)C)(C)C.CCOC(C)=O.CO>[F:23][C:19]1[C:17]2[O:18][C@@H:13]([CH2:12][NH:26][CH2:24][CH3:25])[CH2:14][O:15][C:16]=2[CH:22]=[CH:21][CH:20]=1 |f:3.4.5|. Procedure: Preparation according to Example 5 using [(2R)-8-fluoro-2,3-dihydro-1,4-benzodioxin-2-yl]methyl 4-methylbenzenesulfonate (4.0 g, 11.8 mmol), ethanamine (5 ml, 70% in water) and ACN (10 ml). Flash column chromatography (Isooctane/EtOAc/MeOH) yielded 2.0 g of the title compound. MS m/z (rel. intensity, 70 eV) 211 (M+, 17), 70 (10), 59 (4), 58 (bp), 56 (4). Starting materials: C(=O)(C=1NC=CN1)C=1NC=CN1 (Carbonyl diimidazole), NC1=C(C=CC(=C1)F)O (2-amino-4-fluorophenol). Solvent: ClCCl (dichloromethane). Yields the product FC=1C=CC2=C(NC(O2)=O)C1 (5-Fluoro-3H-benzoxazol-2-one). The yield is 67.0%. RXN SMILES: [C:1](C1NC=CN=1)(C1NC=CN=1)=[O:2].[NH2:13][C:14]1[CH:19]=[C:18]([F:20])[CH:17]=[CH:16][C:15]=1[OH:21]>ClCCl>[F:20][C:18]1[CH:17]=[CH:16][C:15]2[O:21][C:1](=[O:2])[NH:13][C:14]=2[CH:19]=1. Procedure: Carbonyl diimidazole (7.6 g) was added to a solution of 2-amino-4-fluorophenol (5 g, 39 mmol) in dichloromethane (0.100 ml). After 14 hours the solution was washed with 5M aqueous HCl, water, and dried over magnesium sulfate. The solution was filtered through a plug of silica and evaporated affording a white solid (4.0 g, 66%). The reactants are NC=1C=C(C=CC1)C1=NN(C2=NC=NC(=C21)N)C(C)C (3-(3-aminophenyl)-1-isopropyl-1H-pyrazolo[3,4-d]pyrimidin-4-amine), C(C)(C)N(CC)C(C)C (diisoproylethylamine), C(C=C)(=O)Cl (Acryloyl chloride). The solvent is O1CCCC1 (tetrahydrofuran). Conditions: time 1 hour. Product: NC1=C2C(=NC=N1)N(N=C2C=2C=C(C=CC2)NC(C=C)=O)C(C)C (N-(3-(4-amino-1-isopropyl-1H-pyrazolo[3,4-d]pyrimidin-3-yl)phenyl)acrylamide). Isolated yield 26.0%. Reaction SMILES: [NH2:1][C:2]1[CH:3]=[C:4]([C:8]2[C:16]3[C:11](=[N:12][CH:13]=[N:14][C:15]=3[NH2:17])[N:10]([CH:18]([CH3:20])[CH3:19])[N:9]=2)[CH:5]=[CH:6][CH:7]=1.C(N(C(C)C)CC)(C)C.[C:30](Cl)(=[O:33])[CH:31]=[CH2:32]>O1CCCC1>[NH2:17][C:15]1[N:14]=[CH:13][N:12]=[C:11]2[N:10]([CH:18]([CH3:20])[CH3:19])[N:9]=[C:8]([C:4]3[CH:3]=[C:2]([NH:1][C:30](=[O:33])[CH:31]=[CH2:32])[CH:7]=[CH:6][CH:5]=3)[C:16]=12. Procedure: A solution of tetrahydrofuran (20 mL), compound 22 (219 mg, 0.817 mmol) and diisoproylethylamine (156 μL, 0.895 mmol) was cooled to 0° C. Acryloyl chloride (67 μL, 0.828 mmol) was added and the reaction was allowed to proceed for 1 hour and afterwards concentrated in vacuo. The residue was dissolved in dichloromethane (20 mL) and washed with saturated sodium bicarbonate (20 mL). The aqueous layer was extracted with dichloromethane (2×20 mL). The combined organic layers were dried with MgSO4, fil... Reactants: N1(CCOCC1)CCOC1=C(C=O)C=CC=C1 (2-[2-(4-Morpholinyl)ethoxy]benzaldehyde), C(CC1=CC=CC=C1)N (phenethylamine). The solvent is C1(=CC=CC=C1)C (toluene). Yields the product N1(CCOCC1)CCOC1=C(C=CC=C1)C=NCCC1=CC=CC=C1 (N-[[2-[2-(4-Morpholinyl)ethoxy]phenyl]methylene]benzeneethanamine). The yield is 85.6%. RXN SMILES: [N:1]1([CH2:7][CH2:8][O:9][C:10]2[CH:17]=[CH:16][CH:15]=[CH:14][C:11]=2[CH:12]=O)[CH2:6][CH2:5][O:4][CH2:3][CH2:2]1.[CH2:18]([NH2:26])[CH2:19][C:20]1[CH:25]=[CH:24][CH:23]=[CH:22][CH:21]=1>C1(C)C=CC=CC=1>[N:1]1([CH2:7][CH2:8][O:9][C:10]2[CH:17]=[CH:16][CH:15]=[CH:14][C:11]=2[CH:12]=[N:26][CH2:18][CH2:19][C:20]2[CH:25]=[CH:24][CH:23]=[CH:22][CH:21]=2)[CH2:6][CH2:5][O:4][CH2:3][CH2:2]1. Reported procedure: 2-[2-(4-Morpholinyl)ethoxy]benzaldehyde (55.9 g) is reacted with 29 g of phenethylamine in 240 ml of toluene following the procedure described in Example 1A to yield 68.8 g of product as an oil, boiling point 204°-210° C. at 0.1-0.2 mm of Hg.